Dataset: the Open Reaction Database (ORD), a public repository of structured organic reaction records. Task: describe an organic reaction: reactants, conditions, products, and yield Reactants: 11.8, C(CC)N (1-propanamine), 18.1, BrC(C(=O)OCC)C (ethyl 2-bromopropanoate), O(CC)CC (1,1'-oxybisethane), O(CC)CC (1,1'-oxybis ethane). Conditions: time 72 hour. The product is 15.9, C(C)N([C@@H](C)C(=O)O)CCC (ethyl N-propylalanine). The yield is 100.0%. RXN SMILES: [CH2:1]([NH2:4])[CH2:2][CH3:3].Br[CH:6]([CH3:12])[C:7]([O:9]CC)=[O:8].O(CC)[CH2:14][CH3:15]>>[CH2:14]([N:4]([CH2:1][CH2:2][CH3:3])[C@H:6]([C:7]([OH:9])=[O:8])[CH3:12])[CH3:15]. Procedure: To a stirred solution of 11.8 parts of 1-propanamine in 24.9 parts of 1,1'-oxybis ethane there was added dropwise a solution of 18.1 parts of ethyl 2-bromopropanoate in 24.9 parts of 1,1'-oxybisethane. After stirring for 72 hours at room temperature, the reaction mixture was filtered and the filtrate was rinsed with 1,1'-oxybisethane. The combined 1,1'-oxybisethane layers were evaporated, yielding 15.9 parts (100%) of ethyl N-propylalanine as a residue (interm. 38). Starting materials: C(C=C)[C@@]1(CCN(C(O1)=O)[C@@H](C)C1=CC=C(C=C1)Br)C1=CC=CC=C1 ((R)-6-allyl-3-((S)-1-(4-bromophenyl)ethyl)-6-phenyl-1,3-oxazinan-2-one), FC=1C=C(C=NC1)B(O)O (5-fluoropyridine-3-boronic acid). The product is C(C=C)[C@@]1(CCN(C(O1)=O)[C@@H](C)C1=CC=C(C=C1)C=1C=NC=C(C1)F)C1=CC=CC=C1 ((R)-6-allyl-3-((S)-1-(4-(5-fluoropyridin-3-yl)phenyl)ethyl)-6-phenyl-1,3-oxazinan-2-one). Reaction SMILES: [CH2:1]([C@@:4]1([C:20]2[CH:25]=[CH:24][CH:23]=[CH:22][CH:21]=2)[O:9][C:8](=[O:10])[N:7]([C@H:11]([C:13]2[CH:18]=[CH:17][C:16](Br)=[CH:15][CH:14]=2)[CH3:12])[CH2:6][CH2:5]1)[CH:2]=[CH2:3].[F:26][C:27]1[CH:28]=[C:29](B(O)O)[CH:30]=[N:31][CH:32]=1>>[CH2:1]([C@@:4]1([C:20]2[CH:25]=[CH:24][CH:23]=[CH:22][CH:21]=2)[O:9][C:8](=[O:10])[N:7]([C@H:11]([C:13]2[CH:18]=[CH:17][C:16]([C:29]3[CH:30]=[N:31][CH:32]=[C:27]([F:26])[CH:28]=3)=[CH:15][CH:14]=2)[CH3:12])[CH2:6][CH2:5]1)[CH:2]=[CH2:3]. Procedure: The title compound was prepared from (R)-6-allyl-3-((S)-1-(4-bromophenyl)ethyl)-6-phenyl-1,3-oxazinan-2-one and 5-fluoropyridine-3-boronic acid using a procedure analogous to that described in Example 14. LC-MS Method 1 tR=1.84 min, m/z=417 (M+1); 1H NMR (CDCl3) 8.58 (s, 1H), 8.45 (d, 1H, J=3 Hz), 7.57-7.54 (m, 1H), 7.39-7.30 (m, 5H), 7.27-7.25 (m, 2H), 6.93 (d, 2H, J=8 Hz), 5.80-5.68 (m, 2H), 5.11-5.03 (m, 2H), 2.97-2.91 (m, 1H), 2.69-2.55 (m, 2H), 2.41-2.21 (m, 3H), 1.55 (d, 3H, J=7 Hz).